Dataset: the Open Reaction Database (ORD), a public repository of structured organic reaction records. Task: describe an organic reaction: reactants, conditions, products, and yield Reactants: OC=1C=C(C=CC1C)CC(=O)OC (methyl (3-hydroxy-4-methylphenyl)acetate), C(C)C1=C(N=C(O1)C1=CC=C(C=C1)OC(F)(F)F)CCO (2-{5-ethyl-2-[4-(trifluoromethoxy)phenyl]-1,3-oxazol-4-yl}ethanol), C1(=CC=CC=C1)P(C1=CC=CC=C1)C1=CC=CC=C1 (triphenylphosphine), N(=NC(=O)N1CCCCC1)C(=O)N1CCCCC1 (1,1′-(azodicarbonyl)dipiperidine). Run in C(Cl)Cl (methylene chloride). Conditions: time 8 hour. Product: C(C)C1=C(N=C(O1)C1=CC=C(C=C1)OC(F)(F)F)CCOC=1C=C(C=CC1C)CC(=O)OC (methyl [3-(2-{5-ethyl-2-[4-(trifluoromethoxy)phenyl]-1,3-oxazol-4-yl}ethoxy)-4-methylphenyl]acetate). Yield: 92.5%. Reaction SMILES: [OH:1][C:2]1[CH:3]=[C:4]([CH2:9][C:10]([O:12][CH3:13])=[O:11])[CH:5]=[CH:6][C:7]=1[CH3:8].[CH2:14]([C:16]1[O:20][C:19]([C:21]2[CH:26]=[CH:25][C:24]([O:27][C:28]([F:31])([F:30])[F:29])=[CH:23][CH:22]=2)=[N:18][C:17]=1[CH2:32][CH2:33]O)[CH3:15].C1(P(C2C=CC=CC=2)C2C=CC=CC=2)C=CC=CC=1.N(C(N1CCCCC1)=O)=NC(N1CCCCC1)=O>C(Cl)Cl>[CH2:14]([C:16]1[O:20][C:19]([C:21]2[CH:22]=[CH:23][C:24]([O:27][C:28]([F:30])([F:31])[F:29])=[CH:25][CH:26]=2)=[N:18][C:17]=1[CH2:32][CH2:33][O:1][C:2]1[CH:3]=[C:4]([CH2:9][C:10]([O:12][CH3:13])=[O:11])[CH:5]=[CH:6][C:7]=1[CH3:8])[CH3:15]. Procedure: Under atmosphere of argon, a solution of methyl (3-hydroxy-4-methylphenyl)acetate (1.00 g) in methylene chloride (22 mL) was added by 2-{5-ethyl-2-[4-(trifluoromethoxy)phenyl]-1,3-oxazol-4-yl}ethanol (2.00 g), triphenylphosphine (2.18 g) and 1,1′-(azodicarbonyl)dipiperidine (2.10 g) and stirred overnight at room temperature. The reaction mixture was concentrated and the obtained residue was purified by column chromatography on silica gel (hexane:ethyl acetate=4:1) to give the title compound (2.3... Reactants: BrC1=CC=C(CN2C(=C(C3=CC(=CC=C23)OC)CCC(=O)O)C)C=C1 (3-[1-(p-Bromobenzyl)-5-methoxy-2-methylindol-3-yl)propanoic acid), IC (iodomethane), O (water), C([O-])([O-])=O.[K+].[K+] (potassium carbonate). Run in CN(C)C=O (DMF). Run at time 3 hour. Yields the product BrC1=CC=C(CN2C(=C(C3=CC(=CC=C23)OC)CCC(=O)OC)C)C=C1 (Methyl 3-[1-(p-bromobenzyl)-5-methoxy-2-methylindol-3-yl]propanoate). Yield: 102.2%. Reaction SMILES: [Br:1][C:2]1[CH:25]=[CH:24][C:5]([CH2:6][N:7]2[C:15]3[C:10](=[CH:11][C:12]([O:16][CH3:17])=[CH:13][CH:14]=3)[C:9]([CH2:18][CH2:19][C:20]([OH:22])=[O:21])=[C:8]2[CH3:23])=[CH:4][CH:3]=1.IC.[C:28](=O)([O-])[O-].[K+].[K+].O>CN(C=O)C>[Br:1][C:2]1[CH:25]=[CH:24][C:5]([CH2:6][N:7]2[C:15]3[C:10](=[CH:11][C:12]([O:16][CH3:17])=[CH:13][CH:14]=3)[C:9]([CH2:18][CH2:19][C:20]([O:22][CH3:28])=[O:21])=[C:8]2[CH3:23])=[CH:4][CH:3]=1 |f:2.3.4|. Procedure: To a 0° C. solution of the acid from Example 1, Step 2 (900 mg, 2.24 mmol) in 10 mL of DMF was added iodomethane (0.18 mL, 2.89 mmol) followed by potassium carbonate (326 mg, 2.36 mmol). The mixture was warmed to room temperature, stirred 3 h, then poured into water and extracted with ether. The organic extracts were washed with water and brine, dried over Na2SO4 and evaporated to give 953 mg of the title compound. Starting materials: FC[C@]1(CN(C(C1C)=O)[C@H](C)C1=CC=CC=C1)C(=O)OC(C)(C)C (tert-butyl(3R)-3-fluoromethyl-4-methyl-5-oxo-1-[(1R)-1-phenylethyl]pyrrolidine-3-carboxylate). Solvent: ClCCl (dichloromethane), FC(C(=O)O)(F)F (trifluoroacetic acid). Conditions: time 3 hour. The product is FC[C@]1(CN(C(C1C)=O)[C@H](C)C1=CC=CC=C1)C(=O)O ((3R)-3-Fluoromethyl-4-methyl-5-oxo-1-[(1R)-1-phenylethyl]pyrrolidine-3-carboxylic acid). RXN SMILES: [F:1][CH2:2][C@:3]1([C:18]([O:20]C(C)(C)C)=[O:19])[CH:7]([CH3:8])[C:6](=[O:9])[N:5]([C@@H:10]([C:12]2[CH:17]=[CH:16][CH:15]=[CH:14][CH:13]=2)[CH3:11])[CH2:4]1>ClCCl.FC(F)(F)C(O)=O>[F:1][CH2:2][C@:3]1([C:18]([OH:20])=[O:19])[CH:7]([CH3:8])[C:6](=[O:9])[N:5]([C@@H:10]([C:12]2[CH:17]=[CH:16][CH:15]=[CH:14][CH:13]=2)[CH3:11])[CH2:4]1. Procedure: To a solution of tert-butyl(3R)-3-fluoromethyl-4-methyl-5-oxo-1-[(1R)-1-phenylethyl]pyrrolidine-3-carboxylate (910 mg, 2.71 mmol) in dichloromethane (9 mL), trifluoroacetic acid (9 mL) was added dropwise in an ice bath, and the mixture was stirred at room temperature for 3 hours. After concentrating the reaction mixture under reduced pressure, saturated aqueous solution of sodium hydrogencarbonate (20 mL) was added to the concentrate in an ice bath, and the aqueous solution was washed with dieth... Starting materials: BrC1=C(C=CC(=C1)F)C(C)(C)N (1-(2-bromo-4-fluoro-phenyl)-1-methyl-ethylamine), CCN(C(C)C)C(C)C (DIPEA), CN(C)C=O (DMF). Reagents/catalysts: C1=CC=C(C=C1)P([C-]2C=CC=C2)C3=CC=CC=C3.C1=CC=C(C=C1)P([C-]2C=CC=C2)C3=CC=CC=C3.Cl[Pd]Cl.[Fe+2] (Pd(dppf)Cl2). The solvent is CCOC(=O)C (EtOAc). Reaction conditions: temperature 130 celsius, time 16 hour. Product: FC1=CC=C2C(NC(C2=C1)=O)(C)C (6-Fluoro-3,3-dimethyl-2,3-dihydro-isoindol-1-one). Yield: 8.6%. Reaction SMILES: Br[C:2]1[CH:7]=[C:6]([F:8])[CH:5]=[CH:4][C:3]=1[C:9]([NH2:12])([CH3:11])[CH3:10].CCN(C(C)C)C(C)C.CN([CH:25]=[O:26])C>CCOC(C)=O.C1C=CC(P(C2C=CC=CC=2)[C-]2C=CC=C2)=CC=1.C1C=CC(P(C2C=CC=CC=2)[C-]2C=CC=C2)=CC=1.Cl[Pd]Cl.[Fe+2]>[F:8][C:6]1[CH:7]=[C:2]2[C:3]([C:9]([CH3:11])([CH3:10])[NH:12][C:25]2=[O:26])=[CH:4][CH:5]=1 |f:4.5.6.7|. Procedure: A mixture of 1-(2-bromo-4-fluoro-phenyl)-1-methyl-ethylamine (1.5 g, 6.52 mmol), Pd(dppf)Cl2 (0.15 g), DIPEA (2.52 g, 19.6 mmol) in DMF (20 mL) was stirred in an autoclave under 2 MPa of CO (g) at 130° C. for 16 hours. After it was cooled to room temperature, the reaction mixture was diluted with EtOAc (300 mL). The organic layer was washed with brine, filtered, and concentrated under reduced pressure to give a crude product which was purified by chromatography to give the title compound (100 mg... Starting materials: CN(C)C=O (DMF), BrC1=NC=C(C=C1)Br (2,5-dibromopyridine), C(CCC)[Li] (n-butyllithium), CCCCCC (hexane), [BH4-].[Na+] (sodium borohydride). The solvent is CCOC(=O)C (EtOAc), [NH4+].[Cl-] (NH4Cl), C1(=CC=CC=C1)C (toluene). Reaction conditions: temperature -78 celsius, time 7 hour. The product is OCC1=NC=C(C=C1)Br (2-Hydroxymethyl-5-bromopyridine). The yield is 67.1%. RXN SMILES: Br[C:2]1[CH:7]=[CH:6][C:5]([Br:8])=[CH:4][N:3]=1.C([Li])CCC.CCCCCC.CN([CH:23]=[O:24])C.[BH4-].[Na+]>C1(C)C=CC=CC=1.CCOC(C)=O.[NH4+].[Cl-]>[OH:24][CH2:23][C:2]1[CH:7]=[CH:6][C:5]([Br:8])=[CH:4][N:3]=1 |f:4.5,8.9|. Reported procedure: Dissolve 2,5-dibromopyridine (10 g, 42 mmol) in toluene (500 mL) and cool to −78° C. Add 2.5M n-butyllithium in hexane (20.3 mL, 50.6 mmol) and stir the mixture for 7 h at the same temperature. Add DMF (4.2 mL, 54.87 mmol) and stir for 1 h. Warm the solution to 0° C. and add sodium borohydride (3.2 g, 84.42 mmol). Stir the mixture at ambient temperature for 3 h. Dilute with EtOAc and saturated aqueous NH4Cl. Separate the layers and extract the aqueous layer three times with EtOAc. Dry over anhyd... Product: CCS(=O)c1ccc(NC(=O)C(C)(O)C(F)(F)F)c(Cl)c1Cl. Reactants: CC(C)(C)OO, CCCCCCCCCC, ClC(Cl)Cl, CCSc1ccc(NC(=O)C(C)(O)C(F)(F)F)c(Cl)c1Cl. RXN SMILES: [C:1]([CH3:3])([CH3:4])([O:5][OH:2])[CH3:6].[CH3:28][CH2:29][CH2:30][CH2:31][CH2:32][CH2:33][CH2:34][CH2:35][CH2:36][CH3:37].[CH:38]([Cl:39])([Cl:40])[Cl:41].[Cl:7][c:8]1[c:9]([NH:18][C:19]([C:20]([C:21]([F:22])([F:23])[F:24])([CH3:25])[OH:26])=[O:27])[cH:10][cH:11][c:12]([S:15][CH2:16][CH3:17])[c:13]1[Cl:14]>>[O:5]=[S:15]([c:12]1[cH:11][cH:10][c:9]([NH:18][C:19]([C:20]([C:21]([F:22])([F:23])[F:24])([CH3:25])[OH:26])=[O:27])[c:8]([Cl:7])[c:13]1[Cl:14])[CH2:16][CH3:17]. Reactants: COC(C1=CC(=CC=C1)NC(CN1C(N(C2=C(C(=N1)C1CCCCC1)C=CC=C2)CC(C(C)(C)C)=O)=O)=O)=O (3-{2-[5-Cyclohexyl-1-(3,3-dimethyl-2-oxo-butyl)-2-oxo-1,2-dihydro-3H-1,3,4-benzotriazepin-3-yl]-acetylamino}-benzoic acid methyl ester), C(C)(C)(C)OC(N(C)C1=CC(=CC(=C1)NC)N)=O ((3-amino-5-methylamino-phenyl)-methyl-carbamic acid tert-butyl ester). Reaction SMILES: COC(=O)[C:4]1[CH:9]=[CH:8][CH:7]=[C:6]([NH:10][C:11](=[O:38])[CH2:12][N:13]2[N:19]=[C:18]([CH:20]3[CH2:25][CH2:24][CH2:23][CH2:22][CH2:21]3)[C:17]3[CH:26]=[CH:27][CH:28]=[CH:29][C:16]=3[N:15]([CH2:30][C:31](=[O:36])[C:32]([CH3:35])([CH3:34])[CH3:33])[C:14]2=[O:37])[CH:5]=1.[C:40]([O:44][C:45](=[O:57])[N:46]([C:48]1C=C(NC)C=[C:50](N)[CH:49]=1)C)([CH3:43])([CH3:42])[CH3:41]>>[C:40]([O:44][C:45](=[O:57])[N:46]([C:4]1[CH:9]=[CH:8][CH:7]=[C:6]([NH:10][C:11](=[O:38])[CH2:12][N:13]2[N:19]=[C:18]([CH:20]3[CH2:25][CH2:24][CH2:23][CH2:22][CH2:21]3)[C:17]3[CH:26]=[CH:27][CH:28]=[CH:29][C:16]=3[N:15]([CH2:30][C:31](=[O:36])[C:32]([CH3:35])([CH3:33])[CH3:34])[C:14]2=[O:37])[CH:5]=1)[CH2:48][CH2:49][CH3:50])([CH3:43])([CH3:42])[CH3:41]. Yields the product C(C)(C)(C)OC(N(CCC)C1=CC(=CC=C1)NC(CN1C(N(C2=C(C(=N1)C1CCCCC1)C=CC=C2)CC(C(C)(C)C)=O)=O)=O)=O ((3-{2-[5-cyclohexyl-1-(3,3-dimethyl-2-oxo-butyl)-2-oxo-1,2-dihydro-3H-1,3,4-benzotriazepin-3-yl]-acetylamino}-phenyl)-propyl-carbamic acid tert-butyl ester). Procedure details: The title compound was obtained as the tri-hydrochloride salt by the method used in the preparation of 3-{2-[5-cyclohexyl-1-(3,3-dimethyl-2-oxo-butyl)-2-oxo-1,2-dihydro-3H-1,3,4-benzotriazepin-3-yl]-acetylamino}-benzoic acid methyl ester (Example 1) except that (3-amino-5-methylamino-phenyl)-methyl-carbamic acid tert-butyl ester (prepared in four steps from 3,5-difluoro-nitrobenzene) was used instead of 3-amino-benzoic acid methyl ester in step e, followed by reaction of the product obtained, in...